From a dataset of the Open Reaction Database (ORD), a public repository of structured organic reaction records. describe an organic reaction: reactants, conditions, products, and yield The reactants are CC#N, N#CCCl, CCOC(=O)N1CCNCC1. The product is CCOC(=O)N1CCN(CC#N)CC1. Reaction SMILES: [CH3:16][C:17]#[N:18].[Cl:12][CH2:13][C:14]#[N:15].[N:1]1([C:7](=[O:8])[O:9][CH2:10][CH3:11])[CH2:2][CH2:3][NH:4][CH2:5][CH2:6]1>>[N:1]1([C:7](=[O:8])[O:9][CH2:10][CH3:11])[CH2:2][CH2:3][N:4]([CH2:13][C:14]#[N:15])[CH2:5][CH2:6]1. The reactants are O=C([O-])[O-], CCc1cc(C(=O)O)cc2c(I)nn(C)c12, COCCOC, [Na+], [Na+]. Product: CCc1cc(C(=O)O)cc2c(C)nn(C)c12. Reaction SMILES: [C:17](=[O:18])([O-:19])[O-:20].[CH3:1][n:2]1[n:3][c:4]([I:16])[c:5]2[cH:6][c:7]([C:13](=[O:14])[OH:15])[cH:8][c:9]([CH2:11][CH3:12])[c:10]12.[CH3:23][O:24][CH2:25][CH2:26][O:27][CH3:28].[Na+:21].[Na+:22]>>[CH3:1][n:2]1[n:3][c:4]([CH3:17])[c:5]2[cH:6][c:7]([C:13](=[O:14])[OH:15])[cH:8][c:9]([CH2:11][CH3:12])[c:10]12. Starting materials: CS(=O)(=O)Cl, CCOC(C)=O, O, OB(O)c1cccc(O)c1, c1ccncc1. Product: CS(=O)(=O)Oc1cccc(B(O)O)c1. RXN SMILES: [CH3:11][S:12]([Cl:13])(=[O:14])=[O:15].[CH3:17][CH2:18][O:19][C:20](=[O:21])[CH3:22].[OH2:16].[OH:1][c:2]1[cH:3][c:4]([B:8]([OH:9])[OH:10])[cH:5][cH:6][cH:7]1.[cH:23]1[cH:24][cH:25][n:26][cH:27][cH:28]1>>[O:1]([c:2]1[cH:3][c:4]([B:8]([OH:9])[OH:10])[cH:5][cH:6][cH:7]1)[S:12]([CH3:11])(=[O:14])=[O:15]. Starting materials: COC(=O)[C@H]1N(C[C@@H](C1)S(=O)(=O)C1=C(C=C(C=C1)F)C(F)(F)F)C(CC(C)=O)=S ((2S,4R)-4-(4-fluoro-2-trifluoromethyl-benzenesulfonyl)-1-(3-oxo-thiobutyryl)-pyrrolidine-2-carboxylic acid methyl ester), FC(C1=CC=C(C=C1)NN)(F)F (4-(trifluoromethyl)phenylhydrazine). Product: COC(=O)[C@H]1N(C[C@@H](C1)S(=O)(=O)C1=C(C=C(C=C1)F)C(F)(F)F)C=1N(N=C(C1)C)C1=CC=C(C=C1)C(F)(F)F ((2S,4R)-4-(4-Fluoro-2-trifluoromethyl-benzenesulfonyl)-1-[5-methyl-2-(4-trifluoromethyl-phenyl)-2H-pyrazol-3-yl]-pyrrolidine-2-carboxylic acid methyl ester). RXN SMILES: [CH3:1][O:2][C:3]([C@@H:5]1[CH2:9][C@@H:8]([S:10]([C:13]2[CH:18]=[CH:17][C:16]([F:19])=[CH:15][C:14]=2[C:20]([F:23])([F:22])[F:21])(=[O:12])=[O:11])[CH2:7][N:6]1[C:24](=S)[CH2:25][C:26](=O)[CH3:27])=[O:4].[F:30][C:31]([F:41])([F:40])[C:32]1[CH:37]=[CH:36][C:35]([NH:38][NH2:39])=[CH:34][CH:33]=1>>[CH3:1][O:2][C:3]([C@@H:5]1[CH2:9][C@@H:8]([S:10]([C:13]2[CH:18]=[CH:17][C:16]([F:19])=[CH:15][C:14]=2[C:20]([F:23])([F:21])[F:22])(=[O:12])=[O:11])[CH2:7][N:6]1[C:24]1[N:38]([C:35]2[CH:34]=[CH:33][C:32]([C:31]([F:30])([F:40])[F:41])=[CH:37][CH:36]=2)[N:39]=[C:26]([CH3:27])[CH:25]=1)=[O:4]. Reported procedure: In analogy to the procedure described in example 192 h, (2S,4R)-4-(4-fluoro-2-trifluoromethyl-benzenesulfonyl)-1-(3-oxo-thiobutyryl)-pyrrolidine-2-carboxylic acid methyl ester (example 266 c) was reacted with 4-(trifluoromethyl)phenylhydrazine (CAS Reg. No. 368-90-1) to give the title compound as yellow solid. MS (ESI): m/z=580.3 [M+H]+. Starting materials: ClC1=C(C(=CC=C1)Cl)CCBr (2-(2,6-Dichlorophenyl)ethyl bromide), C(C1=CC=CC=C1)(=O)NC1CCNCC1 (4-benzamidopiperidine), C([O-])([O-])=O.[K+].[K+] (potassium carbonate). Yields the product ClC1=C(C(=CC=C1)Cl)CCN1CCC(CC1)NC(C1=CC=CC=C1)=O (1-[2-(2,6-Dichlorophenyl)ethyl]-4-benzamidopiperidine). Yield: 41.1%. Reaction SMILES: [Cl:1][C:2]1[CH:7]=[CH:6][CH:5]=[C:4]([Cl:8])[C:3]=1[CH2:9][CH2:10]Br.[C:12]([NH:20][CH:21]1[CH2:26][CH2:25][NH:24][CH2:23][CH2:22]1)(=[O:19])[C:13]1[CH:18]=[CH:17][CH:16]=[CH:15][CH:14]=1.C(=O)([O-])[O-].[K+].[K+]>>[Cl:1][C:2]1[CH:7]=[CH:6][CH:5]=[C:4]([Cl:8])[C:3]=1[CH2:9][CH2:10][N:24]1[CH2:25][CH2:26][CH:21]([NH:20][C:12](=[O:19])[C:13]2[CH:18]=[CH:17][CH:16]=[CH:15][CH:14]=2)[CH2:22][CH2:23]1 |f:2.3.4|. Reported procedure: 2-(2,6-Dichlorophenyl)ethyl bromide (674 mg.) was reacted with 4-benzamidopiperidine (547 mg.) in the presence of anhydrous potassium carbonate (736 mg.) following the procedure of Example 37 to give the title compound as the hydrochloride (412 mg) m.p. 285.7° C. after crystallisation from ethanolic hydrogen chloride and ether. (Found: C, 58.0; H, 5.6; N, 6.7. C20H22Cl2N2O. HCl requires C, 58.05; H, 5.6; N, 6.8%). The reactants are BrC=1C=C2C(=NC1)OC1(C2)CN2CCC1CC2 (5′-bromospiro[1-azabicyclo[2.2.2]octane-3,2′(3′H)-furo[2,3-b]pyridine]), tris(dibenzylidineacetone)dipalladium (0), C1(=C(C=CC=C1)P(C1=C(C=CC=C1)C)C1=C(C=CC=C1)C)C (tri(o-tolyl)phosphine), [Cl-].[Li+] (lithium chloride), C(CCC)[Sn](C=1C=NC=CC1)(CCCC)CCCC (3-(tri-n-butylstannyl)pyridine). Run in COCCOC (1,2-dimethoxyethane), C(Cl)(Cl)Cl (chloroform), C(Cl)(Cl)Cl (chloroform), CO (methanol). Yields the product N1=CC(=CC=C1)C=1C=C2C(=NC1)OC1(C2)CN2CCC1CC2 (5′-(3-Pyridyl)spiro[1-azabicyclo[2.2.2]octane-3,2′(3′H)-furo[2,3-b]pyridine]). Isolated yield 37.0%. As a reaction SMILES: Br[C:2]1[CH:3]=[C:4]2[CH2:10][C:9]3([CH:15]4[CH2:16][CH2:17][N:12]([CH2:13][CH2:14]4)[CH2:11]3)[O:8][C:5]2=[N:6][CH:7]=1.C1(C)C=CC=CC=1P(C1C=CC=CC=1C)C1C=CC=CC=1C.[Cl-].[Li+].C([Sn](CCCC)(CCCC)[C:47]1[CH:48]=[N:49][CH:50]=[CH:51][CH:52]=1)CCC>COCCOC.C(Cl)(Cl)Cl.CO>[N:49]1[CH:50]=[CH:51][CH:52]=[C:47]([C:2]2[CH:3]=[C:4]3[CH2:10][C:9]4([CH:15]5[CH2:16][CH2:17][N:12]([CH2:13][CH2:14]5)[CH2:11]4)[O:8][C:5]3=[N:6][CH:7]=2)[CH:48]=1 |f:2.3|. Reported procedure: A solution containing 5′-bromospiro[1-azabicyclo[2.2.2]octane-3,2′(3′H)-furo[2,3-b]pyridine] (158 mg, 0.535 mmol), tris(dibenzylidineacetone)dipalladium (0) (23 mg, 0.025 mmol), tri(o-tolyl)phosphine (66 mg, 0.217 mmol), lithium chloride (99 mg, 2.34 mmol), and 3-(tri-n-butylstannyl)pyridine (0.3 ml, approx. 0.3 g, approx. 0.82 mmol) in 1,2-dimethoxyethane (2 ml) was heated under reflux for 6 h. The solution was evaporated, and the residue was taken up in chloroform and filtered. The filtrate wa... Reactants: COC1=NC=C(C=C1OC)C#CC1=C(C=CC=C1)C (2,3-dimethoxy-5-[(2-methylphenyl)ethynyl]pyridine), COC1=NC=C(C=C1OC)C#CC1=C(C=CC=C1)C (2,3-dimethoxy-5-[(2-methylphenyl)ethynyl]pyridine), IC1=CC=C(C=C1)C (1-iodo-4-methylbenzene). Product: OC=1C(NC=C(C1)CCC1=CC(=CC=C1)C)=O (3-Hydroxy-5-[2-(3-methylphenyl)ethyl]pyridin-2(1H)-one). As a reaction SMILES: C[O:2][C:3]1[C:8]([O:9]C)=[CH:7][C:6]([C:11]#[C:12][C:13]2[CH:18]=[CH:17][CH:16]=[CH:15][C:14]=2C)=[CH:5][N:4]=1.I[C:21]1C=CC(C)=CC=1>>[OH:9][C:8]1[C:3](=[O:2])[NH:4][CH:5]=[C:6]([CH2:11][CH2:12][C:13]2[CH:14]=[CH:15][CH:16]=[C:17]([CH3:21])[CH:18]=2)[CH:7]=1. Procedure details: Prepared as described for 2,3-dimethoxy-5-[(2-methylphenyl)ethynyl]pyridine (Intermediate 33) but using 1-iodo-4-methylbenzene instead of 1-iodo-2-methylbenzene. Starting materials: Cc1ccccc1OCC(=O)O, O=C(Cl)C(=O)Cl, Nc1ccc(-c2nc3cc(Cl)ccc3o2)nc1, ClCCl, CN(C)C=O, O. Product: Cc1ccccc1OCC(=O)Nc1ccc(-c2nc3cc(Cl)ccc3o2)nc1. As a reaction SMILES: [CH3:7][c:8]1[c:9]([O:10][CH2:11][C:12](=[O:13])[OH:14])[cH:15][cH:16][cH:17][cH:18]1.[Cl:1][C:2]([C:3]([Cl:4])=[O:5])=[O:6].[Cl:24][c:25]1[cH:26][cH:27][c:28]2[c:29]([n:30][c:31](-[c:33]3[cH:34][cH:35][c:36]([NH2:39])[cH:37][n:38]3)[o:32]2)[cH:40]1.[Cl:41][CH2:42][Cl:43].[O:19]=[CH:20][N:21]([CH3:22])[CH3:23].[OH2:44]>>[CH3:7][c:8]1[c:9]([O:10][CH2:11][C:12](=[O:14])[NH:39][c:36]2[cH:35][cH:34][c:33](-[c:31]3[n:30][c:29]4[c:28]([cH:27][cH:26][c:25]([Cl:24])[cH:40]4)[o:32]3)[n:38][cH:37]2)[cH:15][cH:16][cH:17][cH:18]1.